This data is from the Open Reaction Database (ORD), a public repository of structured organic reaction records. The task is: describe an organic reaction: reactants, conditions, products, and yield Starting materials: CC(C)(C)O[Al](OC(C)(C)C)OC(C)(C)C, CCCCCCCCCc1ccc(C(=O)Cl)cc1, C1CCOC1, [H-], [Li+]. Product: CCCCCCCCCc1ccc(C=O)cc1. As a reaction SMILES: [C:20]([O:21][Al:22]([O:23][C:24]([CH3:25])([CH3:26])[CH3:27])[O:28][C:29]([CH3:30])([CH3:31])[CH3:32])([CH3:33])([CH3:34])[CH3:35].[CH2:1]([CH2:2][CH2:3][CH2:4][CH2:5][CH2:6][CH2:7][CH2:8][CH3:9])[c:10]1[cH:11][cH:12][c:13]([C:14](=[O:15])[Cl:16])[cH:17][cH:18]1.[CH2:37]1[O:38][CH2:39][CH2:40][CH2:41]1.[H-:19].[Li+:36]>>[CH2:1]([CH2:2][CH2:3][CH2:4][CH2:5][CH2:6][CH2:7][CH2:8][CH3:9])[c:10]1[cH:11][cH:12][c:13]([CH:14]=[O:15])[cH:17][cH:18]1.